Dataset: the Open Reaction Database (ORD), a public repository of structured organic reaction records. Task: describe an organic reaction: reactants, conditions, products, and yield Starting materials: CO, Fc1ccc(C(OCCCl)c2ccc(F)cc2)cc1, N, O. The product is NCCOC(c1ccc(F)cc1)c1ccc(F)cc1. RXN SMILES: [CH3:22][OH:23].[F:1][c:2]1[cH:3][cH:4][c:5]([CH:8]([O:9][CH2:10][CH2:11][Cl:12])[c:13]2[cH:14][cH:15][c:16]([F:19])[cH:17][cH:18]2)[cH:6][cH:7]1.[NH3:20].[OH2:21]>>[F:1][c:2]1[cH:3][cH:4][c:5]([CH:8]([O:9][CH2:10][CH2:11][NH2:20])[c:13]2[cH:14][cH:15][c:16]([F:19])[cH:17][cH:18]2)[cH:6][cH:7]1. Starting materials: C=CCN, CCO, Cc1ccc2c(c1)NCC(C(=O)O)O2, Cl. Yields the product C=CCNC(=O)C1CNc2cc(C)ccc2O1. Reaction SMILES: [CH2:16]([CH:17]=[CH2:18])[NH2:19].[CH3:20][CH2:21][OH:22].[CH3:2][c:3]1[cH:4][cH:5][c:6]2[c:7]([cH:15]1)[NH:8][CH2:9][CH:10]([C:12](=[O:13])[OH:14])[O:11]2.[ClH:1]>>[CH3:2][c:3]1[cH:4][cH:5][c:6]2[c:7]([cH:15]1)[NH:8][CH2:9][CH:10]([C:12](=[O:14])[NH:19][CH2:16][CH:17]=[CH2:18])[O:11]2. Reactants: Cc1ccc(NC(=O)OCc2ccccc2)cc1N1C(=O)c2ccc(Cl)cc2C1=O, CCOC(C)=O. The product is Cc1ccc(N)cc1N1C(=O)c2ccc(Cl)cc2C1=O. As a reaction SMILES: [CH2:1]([O:2][C:3](=[O:4])[NH:11][c:12]1[cH:13][c:14]([N:19]2[C:20](=[O:30])[c:21]3[c:22]([cH:25][c:26]([Cl:29])[cH:27][cH:28]3)[C:23]2=[O:24])[c:15]([CH3:18])[cH:16][cH:17]1)[c:5]1[cH:6][cH:7][cH:8][cH:9][cH:10]1.[CH3:31][CH2:32][O:33][C:34](=[O:35])[CH3:36]>>[NH2:11][c:12]1[cH:13][c:14]([N:19]2[C:20](=[O:30])[c:21]3[c:22]([cH:25][c:26]([Cl:29])[cH:27][cH:28]3)[C:23]2=[O:24])[c:15]([CH3:18])[cH:16][cH:17]1. Starting materials: C(C)(C)(C)OC(=O)N1[C@@H](CC(C1)=NOC)C(=O)O ((2S,4EZ)-1-(tert-butoxycarbonyl)-4-(methoxyimino)-2-pyrrolidinecarboxylic acid), C1(=CC=C(C=C1)S(=O)(=O)Cl)C1=CC=CC=C1 ([1,1′-biphenyl]-4-sulfonyl chloride), N[C@@H]1[C@@H]([C@H]2C=C[C@@H]1C2)C(=O)N ((1R,2R,3S,4S)-3-aminobicyclo[2.2.1]hept-5-ene-2-carboxamide). Yields the product NC(=O)[C@H]1[C@H]([C@@H]2C=C[C@H]1C2)NC(=O)[C@H]2N(CC(C2)=NOC)S(=O)(=O)C2=CC=C(C=C2)C2=CC=CC=C2 ((2S,4EZ)-N-[(1S,2S,3R,4R)-3-(aminocarbonyl)bicyclo[2.2.1]hept-5-en-2-yl]-1-([1,1′-biphenyl]-4-ylsulfonyl)-4-(methoxyimino)-2-pyrrolidinecarboxamide). As a reaction SMILES: C(OC([N:8]1[CH2:12][C:11](=[N:13][O:14][CH3:15])[CH2:10][C@H:9]1[C:16]([OH:18])=O)=O)(C)(C)C.[C:19]1([C:29]2[CH:34]=[CH:33][CH:32]=[CH:31][CH:30]=2)[CH:24]=[CH:23][C:22]([S:25](Cl)(=[O:27])=[O:26])=[CH:21][CH:20]=1.[NH2:35][C@H:36]1[C@H:41]2[CH2:42][C@H:38]([CH:39]=[CH:40]2)[C@H:37]1[C:43]([NH2:45])=[O:44]>>[NH2:45][C:43]([C@@H:37]1[C@@H:38]2[CH2:42][C@@H:41]([CH:40]=[CH:39]2)[C@@H:36]1[NH:35][C:16]([C@@H:9]1[CH2:10][C:11](=[N:13][O:14][CH3:15])[CH2:12][N:8]1[S:25]([C:22]1[CH:23]=[CH:24][C:19]([C:29]2[CH:34]=[CH:33][CH:32]=[CH:31][CH:30]=2)=[CH:20][CH:21]=1)(=[O:27])=[O:26])=[O:18])=[O:44]. Reported procedure: Following the general method as outlined in Example 22, starting from (2S,4EZ)-1-(tert-butoxycarbonyl)-4-(methoxyimino)-2-pyrrolidinecarboxylic acid, [1,1′-biphenyl]-4-sulfonyl chloride, and (1R,2R,3S,4S)-3-aminobicyclo[2.2.1]hept-5-ene-2-carboxamide, the title compound was obtained in 83% purity by HPLC. MS(ESI+): m/z=509. The reactants are ClC1=CC=C(N)C=C1 (4-chloroaniline), ClS(=O)(=O)N=C=O (chlorosulfonylisocyanate), C(C)OC=1SC=CC1 (2-Ethoxythiophene). Run in C1CCOC1 (THF). Conditions: temperature -78 celsius, time 1 hour. Product: C(C)OC1=CC=C(S1)S(=O)(=O)NC(=O)NC1=CC=C(C=C1)Cl (5-Ethoxy-N-[[(4-chlorophenyl)amino]carbonyl]-2-thiophenesulfonamide). Isolated yield 21.3%. As a reaction SMILES: [Cl:1][C:2]1[CH:8]=[CH:7][C:5]([NH2:6])=[CH:4][CH:3]=1.Cl[S:10]([N:13]=[C:14]=[O:15])(=[O:12])=[O:11].[CH2:16]([O:18][C:19]1[S:20][CH:21]=[CH:22][CH:23]=1)[CH3:17]>C1COCC1>[CH2:16]([O:18][C:19]1[S:20][C:21]([S:10]([NH:13][C:14]([NH:6][C:5]2[CH:7]=[CH:8][C:2]([Cl:1])=[CH:3][CH:4]=2)=[O:15])(=[O:12])=[O:11])=[CH:22][CH:23]=1)[CH3:17]. Reported procedure: To a solution of 4-chloroaniline (0.99 g, 7.8 mmole) in 30 ml of anhydrous THF at -78° C. under nitrogen was added chlorosulfonylisocyanate (1.09 g, 7.8 mmole). This mixture was stirred at -78° C. for 1 hr. 2-Ethoxythiophene (1 g, 7.8 mmole) was added, the ice bath was removed, and the reaction was stirred at room temperature for 2 hrs. The reaction was partially concentrated under vacuum, added to water and extracted with ethyl acetate. The organic layer was dried (sodium sulfate), filtered and... Starting materials: C(C1=CC=CC=C1)OC(=O)C1=C(NC2=CC=C(C=C12)O)C (5-Hydroxy-2-methyl-1H-indole-3-carboxylic acid benzyl ester), C(=O)([O-])[O-].[K+].[K+] (K2CO3), CC(=O)C (acetone). Run at time 4 hour. Product: CC=1NC2=CC=C(C=C2C1C(=O)O)OC(C(C)=O)C (2-methyl-5-(1-methyl-2-oxo-propoxy)-1H-indole-3-carboxylic acid). Yield: 77.0%. As a reaction SMILES: C([O:8][C:9]([C:11]1[C:19]2[C:14](=[CH:15][CH:16]=[C:17]([OH:20])[CH:18]=2)[NH:13][C:12]=1[CH3:21])=[O:10])C1C=CC=CC=1.[C:22]([O-])([O-])=O.[K+].[K+].[CH3:28][C:29]([CH3:31])=[O:30]>>[CH3:21][C:12]1[NH:13][C:14]2[C:19]([C:11]=1[C:9]([OH:8])=[O:10])=[CH:18][C:17]([O:20][CH:28]([CH3:22])[C:29](=[O:30])[CH3:31])=[CH:16][CH:15]=2 |f:1.2.3|. Reported procedure: 5-Hydroxy-2-methyl-1H-indole-3-carboxylic acid benzyl ester (1.0 g, 3.56 mmol), 2-bromobut-2-one (0.806 g, 5.33 mmol) and K2CO3 (1.47 g, 10.7 mmol) were mixed together in acetone (30 mL) and stirred at room temperature for 4 hours. The mixture was then filtered, concentrated under reduced pressure and redissolved in ethyl acetate. The resulting solution was washed with deionized water twice and dried over anhydrous Na2SO4. The crude was chromatographed (5% EtOAc/CH2Cl2) to give 0.97 g (77%) of 2...